Dataset: the Open Reaction Database (ORD), a public repository of structured organic reaction records. Task: describe an organic reaction: reactants, conditions, products, and yield Reactants: FC(C(C(F)(F)F)(C1=CC=C(C=C1)O)C1=CC=C(C=C1)O)(F)F (4,4'-(hexafluoroisopropylidene)diphenol), C1(=CC=CC=C1)S(=O)(=O)Cl (benzenesulfonyl chloride). The reagents and catalysts are CN(C1=CC=NC=C1)C (4-dimethylaminopyridine). Solvent: CCN(CC)CC (Et3N). Product: C1(=CC=CC=C1)S(=O)(=O)OC1=CC=C(C=C1)C(C(F)(F)F)(C(F)(F)F)C1=CC=C(C=C1)OS(=O)(=O)C1=CC=CC=C1 (2,2-Bis[4-(benzenesulfonyloxy)phenyl]-1,1,1,3,3,3-hexafluoropropane). Yield: 89.2%. Reaction SMILES: [F:1][C:2]([F:23])([F:22])[C:3]([C:15]1[CH:20]=[CH:19][C:18]([OH:21])=[CH:17][CH:16]=1)([C:8]1[CH:13]=[CH:12][C:11]([OH:14])=[CH:10][CH:9]=1)[C:4]([F:7])([F:6])[F:5].[C:24]1([S:30](Cl)(=[O:32])=[O:31])[CH:29]=[CH:28][CH:27]=[CH:26][CH:25]=1>CN(C)C1C=CN=CC=1.CCN(CC)CC>[C:24]1([S:30]([O:14][C:11]2[CH:10]=[CH:9][C:8]([C:3]([C:15]3[CH:20]=[CH:19][C:18]([O:21][S:30]([C:24]4[CH:29]=[CH:28][CH:27]=[CH:26][CH:25]=4)(=[O:32])=[O:31])=[CH:17][CH:16]=3)([C:4]([F:6])([F:5])[F:7])[C:2]([F:22])([F:23])[F:1])=[CH:13][CH:12]=2)(=[O:32])=[O:31])[CH:29]=[CH:28][CH:27]=[CH:26][CH:25]=1. Reported procedure: An oven-dried 100 ml 3-necked flask is equipped with a magnetic stirring bar, a reflux condenser carrying a CaCl2 -Drierite drying tube, and a heating mantle, and is charged with 4,4'-(hexafluoroisopropylidene)diphenol (Aldrich) (5.45 grams, 16.2 mmol), 4-dimethylaminopyridine (0.4 gram, 3.3 mmol), and anhydrous Et3N (40 ml). The solution is stirred and treated slowly with benzenesulfonyl chloride (4.7 ml, 36.8 mmol) via syringe. The resulting mixture is heated at reflux for 9 hours. Workup cons... Reactants: ClC=1C=C(C=CC1)CCC(C(C(=O)OCC)=NO)=O (5-(3-Chlorophenyl)-2-hydroxyimino-3-oxo-pentanoic acid, ethyl ester), C(C)(=O)O (acetic acid), O (water). Reagents/catalysts: [Zn] (zinc). Solvent: C(C)(=O)OC(C)=O (acetic anhydride). Reaction conditions: temperature 40 celsius, time 30 minute. Yields the product C(C)(=O)NC(C(=O)OCC)C(CCC1=CC(=CC=C1)Cl)=O (2-Acetylamino-5-(3-chlorophenyl)-3-oxo-pentanoic acid, ethyl ester). RXN SMILES: [Cl:1][C:2]1[CH:3]=[C:4]([CH2:8][CH2:9][C:10](=[O:19])[C:11](=[N:17]O)[C:12]([O:14][CH2:15][CH3:16])=[O:13])[CH:5]=[CH:6][CH:7]=1.O.[C:21](O)(=[O:23])[CH3:22]>C(OC(=O)C)(=O)C.[Zn]>[C:21]([NH:17][CH:11]([C:10](=[O:19])[CH2:9][CH2:8][C:4]1[CH:5]=[CH:6][CH:7]=[C:2]([Cl:1])[CH:3]=1)[C:12]([O:14][CH2:15][CH3:16])=[O:13])(=[O:23])[CH3:22]. Procedure details: To a stirred solution of the product from step (ii) in acetic acid (125 ml) and acetic anhydride (40 ml) was added zinc dust (45 g) portionwise at a rate to maintain the internal temperature <40° C. The mixture was stirred for 30 min and water (125 ml) was added at such a rate as to maintain the temperature at around 40° C. The mixture was stirred at room temperature for 2 hours and filtered. The mother liquor was extracted with dichloromethane and further washed with water. The organic layer wa... The product is C1(=CC=CC=C1)C1=CC(=CN1S(=O)(=O)C=1C=NC=CC1)C=O (5-Phenyl-1-(pyridin-3-ylsulfonyl)-1H-pyrrole-3-carbaldehyde). Solvent: O1CCCC1 (tetrahydrofuran), C(C)(=O)OCC (ethyl acetate). Procedure: Under an argon atmosphere, 5-phenyl-1H-pyrrole-3-carbaldehyde (342 mg) was dissolved in absolute tetrahydrofuran (20 mL) and sodium hydride (60% in oil, 240 mg) was added while stirring at room temperature. After stirring at the same temperature for 15 min, 15-crown-5 (1.21 mL) was added, and the mixture was further stirred at the same temperature for 15 min. Pyridin-3-ylsulfonyl chloride hydrochloride (642 mg) was added, and the mixture was further stirred at the same temperature for 30 min. Th... Reactants: [H-].[Na+] (sodium hydride), Cl.N1=CC(=CC=C1)S(=O)(=O)Cl (Pyridin-3-ylsulfonyl chloride hydrochloride), C1(=CC=CC=C1)C1=CC(=CN1)C=O (5-phenyl-1H-pyrrole-3-carbaldehyde), C1COCCOCCOCCOCCO1 (15-crown-5). As a reaction SMILES: [C:1]1([C:7]2[NH:11][CH:10]=[C:9]([CH:12]=[O:13])[CH:8]=2)[CH:6]=[CH:5][CH:4]=[CH:3][CH:2]=1.[H-].[Na+].C1OCCOCCOCCOCCOC1.Cl.[N:32]1[CH:37]=[CH:36][CH:35]=[C:34]([S:38](Cl)(=[O:40])=[O:39])[CH:33]=1>O1CCCC1.C(OCC)(=O)C>[C:1]1([C:7]2[N:11]([S:38]([C:34]3[CH:33]=[N:32][CH:37]=[CH:36][CH:35]=3)(=[O:40])=[O:39])[CH:10]=[C:9]([CH:12]=[O:13])[CH:8]=2)[CH:6]=[CH:5][CH:4]=[CH:3][CH:2]=1 |f:1.2,4.5|. The yield is 75.3%. The reactants are B(Br)(Br)Br (BBr3), FC1=CC=C(C(=O)Cl)C=C1 (4-fluorobenzoyl chloride), ClC1=CC=C(C=C1)N(C(C)=O)[C@@H]1C[C@@H](N(C2=CC=CC=C12)C(C1=CC=C(C=C1)OC)=O)C ((2S,4R)-N-(4-chloro-phenyl)-N-[1-(4-methoxy-benzoyl)-2-methyl-1,2,3,4-tetrahydro-quinolin-4-yl]-acetamide). Run in ClCCl (dichloromethane). Yields the product ClC1=CC=C(C=C1)N(C(C)=O)[C@@H]1C[C@@H](N(C2=CC=CC=C12)C(C1=CC=C(C=C1)OC)=O)C ((2S,4R)-N-(4-Chloro-phenyl)-N-[1-(4-methoxy-benzoyl)-2-methyl-1,2,3,4-tetrahydro-quinolin-4-yl]-acetamide), ClC1=CC=C(C=C1)N(C(C)=O)[C@@H]1C[C@@H](N(C2=CC=CC=C12)C(C1=CC=C(C=C1)O)=O)C ((2S,4R)-N-(4-chloro-phenyl)-N-[1-(4-hydroxy-benzoyl)-2-methyl-1,2,3,4-tetrahydro-quinolin-4-yl]-acetamide). RXN SMILES: FC1C=CC(C(Cl)=O)=CC=1.[Cl:11][C:12]1[CH:17]=[CH:16][C:15]([N:18]([C@H:22]2[C:31]3[C:26](=[CH:27][CH:28]=[CH:29][CH:30]=3)[N:25]([C:32](=[O:41])[C:33]3[CH:38]=[CH:37][C:36]([O:39][CH3:40])=[CH:35][CH:34]=3)[C@@H:24]([CH3:42])[CH2:23]2)[C:19](=[O:21])[CH3:20])=[CH:14][CH:13]=1.B(Br)(Br)Br>ClCCl>[Cl:11][C:12]1[CH:17]=[CH:16][C:15]([N:18]([C@H:22]2[C:31]3[C:26](=[CH:27][CH:28]=[CH:29][CH:30]=3)[N:25]([C:32](=[O:41])[C:33]3[CH:34]=[CH:35][C:36]([O:39][CH3:40])=[CH:37][CH:38]=3)[C@@H:24]([CH3:42])[CH2:23]2)[C:19](=[O:21])[CH3:20])=[CH:14][CH:13]=1.[Cl:11][C:12]1[CH:13]=[CH:14][C:15]([N:18]([C@H:22]2[C:31]3[C:26](=[CH:27][CH:28]=[CH:29][CH:30]=3)[N:25]([C:32](=[O:41])[C:33]3[CH:34]=[CH:35][C:36]([OH:39])=[CH:37][CH:38]=3)[C@@H:24]([CH3:42])[CH2:23]2)[C:19](=[O:21])[CH3:20])=[CH:16][CH:17]=1. Reported procedure: (2S,4R)-N-(4-Chloro-phenyl)-N-[1-(4-methoxy-benzoyl)-2-methyl-1,2,3,4-tetrahydro-quinolin-4-yl]-acetamide was prepared following general procedure G, substituting 4-methoxybenzoyl chloride for 4-fluorobenzoyl chloride. (2S,4R)-N-(4-chloro-phenyl)-N-[1-(4-methoxy-benzoyl)-2-methyl-1,2,3,4-tetrahydro-quinolin-4-yl]-acetamide was dissolved in dichloromethane and a solution of BBr3 (1.0 M in dichloromethane, 10 mL) was added; the reaction was allowed to stir at room temperature for until no starting... The reactants are ClC1=NC=C(C=C1)C(F)(F)F (2-chloro-5-trifluoromethylpyridine), Cl.FC(C=1C=CC(=NC1)OC1=CC=C(OC(C(=O)Cl)C)C=C1)(F)F (2-(4-(5-trifluoromethyl-2-pyridyloxy)phenoxy)propionic acid chloride hydrochloride). Solvent: BrC(C(=O)O)CC (2-bromobutyric acid). Yields the product Cl.ClC=1C(=NC=C(C1)C(F)(F)F)OC1=CC=C(OC(C(=O)Cl)C)C=C1 (4-(3-Chloro-5-trifluoromethyl-2-pyridyloxy)phenoxypropionic acid chloride hydrochloride). As a reaction SMILES: [Cl:1]C1C=CC(C(F)(F)F)=CN=1.[ClH:12].[F:13][C:14]([F:35])([F:34])[C:15]1[CH:16]=[CH:17][C:18]([O:21][C:22]2[CH:33]=[CH:32][C:25]([O:26][CH:27]([CH3:31])[C:28]([Cl:30])=[O:29])=[CH:24][CH:23]=2)=[N:19][CH:20]=1>BrC(CC)C(O)=O>[ClH:1].[Cl:12][C:17]1[C:18]([O:21][C:22]2[CH:33]=[CH:32][C:25]([O:26][CH:27]([CH3:31])[C:28]([Cl:30])=[O:29])=[CH:24][CH:23]=2)=[N:19][CH:20]=[C:15]([C:14]([F:34])([F:35])[F:13])[CH:16]=1 |f:1.2,4.5|. Procedure details: By using 2-chloro-5-trifluoromethylpyridine instead of 2,3-dichloro-5-trifluoromethylpyridine in the above (b), 2-(4-(5-trifluoromethyl-2-pyridyloxy)phenoxy)propionic acid chloride hydrochloride was obtained. The reactants are C(\C=C\C(=O)O)(=O)O (fumaric acid), C(C)OC(=O)N1C[C@H]([C@H](CC1)OC1=CC=C(C=C1)C)C1=CC=CC=C1 (cis-1-ethoxycarbonyl-3-phenyl-4-(4-tolyloxy)piperidine), [H-].[Al+3].[Li+].[H-].[H-].[H-] (lithium aluminum hydride), S(=O)(=O)([O-])[O-].[Na+].[Na+] (sodium sulfate). Run in CCOCC (ether), C(C)O (ethanol), O1CCCC1 (tetrahydrofuran), O1CCCC1 (tetrahydrofuran), CCOCC (ether), CCOCC (ether). Conditions: temperature 5 celsius. The product is C(\C=C\C(=O)O)(=O)O.CN1C[C@H]([C@H](CC1)OC1=CC=C(C=C1)C)C1=CC=CC=C1 (Cis-1-methyl-3-phenyl-4-(4-tolyloxy)piperidine fumarate). Reaction SMILES: C(O[C:4]([N:6]1[CH2:11][CH2:10][C@H:9]([O:12][C:13]2[CH:18]=[CH:17][C:16]([CH3:19])=[CH:15][CH:14]=2)[C@H:8]([C:20]2[CH:25]=[CH:24][CH:23]=[CH:22][CH:21]=2)[CH2:7]1)=O)C.[H-].[Al+3].[Li+].[H-].[H-].[H-].S([O-])([O-])(=O)=O.[Na+].[Na+].[C:39]([OH:46])(=[O:45])/[CH:40]=[CH:41]/[C:42]([OH:44])=[O:43]>O1CCCC1.CCOCC.C(O)C>[C:39]([OH:46])(=[O:45])/[CH:40]=[CH:41]/[C:42]([OH:44])=[O:43].[CH3:4][N:6]1[CH2:11][CH2:10][C@H:9]([O:12][C:13]2[CH:18]=[CH:17][C:16]([CH3:19])=[CH:15][CH:14]=2)[C@H:8]([C:20]2[CH:25]=[CH:24][CH:23]=[CH:22][CH:21]=2)[CH2:7]1 |f:1.2.3.4.5.6,7.8.9,14.15|. Procedure details: A solution of 3.12 g of cis-1-ethoxycarbonyl-3-phenyl-4-(4-tolyloxy)piperidine in 55 ml of anhydrous tetrahydrofuran is added dropwise under nitrogen to a suspension of 1.05 g of lithium aluminum hydride in 55 ml of tetrahydrofuran. The resulting mixture is refluxed for 2 hours, cooled to 5° C. and diluted with 100 ml of anhydrous ether. Saturated sodium sulfate solution is added dropwise with cooling until a flocculent white precipitate forms. The solid is filtered, washed with ether, and the f...